Dataset: the Open Reaction Database (ORD), a public repository of structured organic reaction records. Task: describe an organic reaction: reactants, conditions, products, and yield Reactants: C1(=CC=CC=C1)C=1OC(=C(N1)C(=O)NC1=CC=C(C=C1)N1CCN(CC1)C(=O)C1C(CCC1)C(=O)O)C(F)(F)F (rac-2-(4-{4-[(2-phenyl-5-trifluoromethyl-oxazole-4-carbonyl)-amino]-phenyl}-piperazine-1-carbonyl)-cyclopentanecarboxylic acid), C1(=CC=CC=C1)C=1OC(=C(N1)C(=O)NC1=CC=C(C=C1)N1CCN(CC1)C(=O)C1CC(CCC1)C(=O)O)C(F)(F)F (racemic 3-(4-{4-[(2-phenyl-5-trifluoromethyl-oxazole-4-carbonyl)-amino]-phenyl}-piperazine-1-carbonyl)-cyclohexanecarboxylic acid), COC(=O)C1CC(CCC1)C(=O)N1CCN(CC1)C1=CC=C(C=C1)NC(=O)C=1N=C(OC1C(F)(F)F)C1=CC=CC=C1 (3-(4-{4-[(2-phenyl-5-trifluoromethyl-oxazole-4-carbonyl)-amino]-phenyl}-piperazine-1-carbonyl)-cyclohexanecarboxylic acid methyl ester), [OH-].[Li+] (lithium hydroxide). Reaction SMILES: C1(C2OC(C(F)(F)F)=C(C(NC3C=CC(N4CCN(C(C5CCCC5C(O)=O)=O)CC4)=CC=3)=O)N=2)C=CC=CC=1.[C:41]1([C:47]2[O:48][C:49]([C:78]([F:81])([F:80])[F:79])=[C:50]([C:52]([NH:54][C:55]3[CH:60]=[CH:59][C:58]([N:61]4[CH2:66][CH2:65][N:64]([C:67]([CH:69]5[CH2:74][CH2:73][CH2:72][CH:71]([C:75]([OH:77])=[O:76])[CH2:70]5)=[O:68])[CH2:63][CH2:62]4)=[CH:57][CH:56]=3)=[O:53])[N:51]=2)[CH:46]=[CH:45][CH:44]=[CH:43][CH:42]=1.COC(C1CCCC(C(N2CCN(C3C=CC(NC(C4N=C(C5C=CC=CC=5)OC=4C(F)(F)F)=O)=CC=3)CC2)=O)C1)=O.[OH-].[Li+]>>[C:41]1([C:47]2[O:48][C:49]([C:78]([F:79])([F:80])[F:81])=[C:50]([C:52]([NH:54][C:55]3[CH:60]=[CH:59][C:58]([N:61]4[CH2:66][CH2:65][N:64]([C:67]([C@H:69]5[CH2:74][CH2:73][CH2:72][C@@H:71]([C:75]([OH:77])=[O:76])[CH2:70]5)=[O:68])[CH2:63][CH2:62]4)=[CH:57][CH:56]=3)=[O:53])[N:51]=2)[CH:46]=[CH:45][CH:44]=[CH:43][CH:42]=1 |f:3.4|. Reported procedure: With a method similar to that used for the preparation of rac-2-(4-{4-[(2-phenyl-5-trifluoromethyl-oxazole-4-carbonyl)-amino]-phenyl}-piperazine-1-carbonyl)-cyclopentanecarboxylic acid above, racemic 3-(4-{4-[(2-phenyl-5-trifluoromethyl-oxazole-4-carbonyl)-amino]-phenyl}-piperazine-1-carbonyl)-cyclohexanecarboxylic acid was prepared from 3-(4-{4-[(2-phenyl-5-trifluoromethyl-oxazole-4-carbonyl)-amino]-phenyl}-piperazine-1-carbonyl)-cyclohexanecarboxylic acid methyl ester and lithium hydroxide. Th... Product: C1(=CC=CC=C1)C=1OC(=C(N1)C(=O)NC1=CC=C(C=C1)N1CCN(CC1)C(=O)[C@@H]1C[C@@H](CCC1)C(=O)O)C(F)(F)F ((1R,3S)-3-(4-{4-[(2-phenyl-5-trifluoromethyl-oxazole-4-carbonyl)-amino]-phenyl}-piperazine-1-carbonyl)-cyclohexanecarboxylic acid). Starting materials: FC=1C(=C(C=CC1)O)S(=O)(=O)C1=C(C=C(C=C1)OC(C)C)[N+](=O)[O-] (3-fluoro-2-((4-isopropoxy-2-nitrophenyl)sulphonyl)phenol), C1(=CC=CC=C1)O (phenol), CC(C)([O-])C.[K+] (potassium tert-butoxide). Run in CN(C)C=O (DMF). The product is FC1=CC=CC=2OC3=CC(=CC=C3S(C12)(=O)=O)OC(C)C (1-Fluoro-7-isopropoxyphenoxathiin 10,10-dioxide). Isolated yield 70.0%. As a reaction SMILES: [F:1][C:2]1[C:3]([S:9]([C:12]2[CH:17]=[CH:16][C:15]([O:18][CH:19]([CH3:21])[CH3:20])=[CH:14][C:13]=2[N+]([O-])=O)(=[O:11])=[O:10])=[C:4]([OH:8])[CH:5]=[CH:6][CH:7]=1.C1(O)C=CC=CC=1.CC(C)([O-])C.[K+]>CN(C=O)C>[F:1][C:2]1[C:3]2[S:9](=[O:11])(=[O:10])[C:12]3[C:17](=[CH:16][C:15]([O:18][CH:19]([CH3:21])[CH3:20])=[CH:14][CH:13]=3)[O:8][C:4]=2[CH:5]=[CH:6][CH:7]=1 |f:2.3|. Procedure: From 3-fluoro-2-((4-isopropoxy-2-nitrophenyl)sulphonyl)phenol (Example 21): A stirred solution of 3-fluoro-2-((4-isopropoxy-2-nitrophenyl))sulphonyl)phenol (0.35 g, 0.98 mmol) and potassium tert-butoxide (0.13 g, 1.18 mmol) in 25 mL anhydrous DMF was heated at 80° C. for 1 h during which time the reaction color changed from orange to light yellow. After the reaction had been cooled 10% aqueous HCL (100 mL) was added and the mixture extracted with EtOAc (2×100 mL). The combined organics were wash... Product: NC=1C(=NC(=CC1)NC1=NNC(=C1)C)N[C@@H](CO)C1=CC=C(C=C1)F ((R)-2-(3-Amino-6-(5-methyl-1H-pyrazol-3-ylamino)pyridin-2-ylamino)-2-(4-fluorophenyl)ethanol). As a reaction SMILES: [Cl-].[NH4+].[F:3][C:4]1[CH:9]=[CH:8][C:7]([C@@H:10]([NH:13][C:14]2[C:19]([N+:20]([O-])=O)=[CH:18][CH:17]=[C:16]([NH:23][C:24]3[CH:28]=[C:27]([CH3:29])[NH:26][N:25]=3)[N:15]=2)[CH2:11][OH:12])=[CH:6][CH:5]=1.C([O-])(=O)C.[NH4+]>CO.C1COCC1.[Zn]>[NH2:20][C:19]1[C:14]([NH:13][C@H:10]([C:7]2[CH:6]=[CH:5][C:4]([F:3])=[CH:9][CH:8]=2)[CH2:11][OH:12])=[N:15][C:16]([NH:23][C:24]2[CH:28]=[C:27]([CH3:29])[NH:26][N:25]=2)=[CH:17][CH:18]=1 |f:0.1,3.4,5.6|. The reagents and catalysts are [Zn] (zinc). Reaction conditions: temperature 25 celsius, time 1 hour. Procedure details: A solution of saturated ammonium chloride (3 ml) was added slowly to a suspension of (R)-2-(4-fluorophenyl)-2-(6-(5-methyl-1H-pyrazol-3-ylamino)-3-nitropyridin-2-ylamino)ethanol (Method 63, 0.29 g, 0.78 mmol) and zinc dust (0.25 g, 3.9 mmol) in a mixture of MeOH-THF (1:1, 20 ml). The mixture was stirred at 25° C. for 1 hour. Saturated ammonium acetate solution (5 ml) was added and the mixture was stirred for another 30 minutes. The Zn dust was removed by filtration and the cake was washed with E... Run in CO.C1CCOC1 (MeOH THF). Starting materials: [Cl-].[NH4+] (ammonium chloride), FC1=CC=C(C=C1)[C@H](CO)NC1=NC(=CC=C1[N+](=O)[O-])NC1=NNC(=C1)C ((R)-2-(4-fluorophenyl)-2-(6-(5-methyl-1H-pyrazol-3-ylamino)-3-nitropyridin-2-ylamino)ethanol), C(C)(=O)[O-].[NH4+] (ammonium acetate).